This data is from the Open Reaction Database (ORD), a public repository of structured organic reaction records. The task is: describe an organic reaction: reactants, conditions, products, and yield Procedure: To 5-bromo-4-fluoro-2-nitrophenyl methyl ether (4.0 g, 16 mmol) in 40 mL of n-propanol was added, PdCl2(dppf)*DCM (0.234 g, 0.31 mmol), potassium ethenyl(trifluoro)borate (2.57 g, 19.2 mmol), and TEA (1.62 g, 16 mmol). The mixture was heated to 100° C. for 3 h. The mixture was poured into 250 mL of H2O and extracted with DCM, dried (Na2SO4), filtered, and rotovaped down to give the title compound of step B (2.73 g, 13.84 mmol, 86%). 1H NMR (400 MHz, CDCl3) δ ppm 7.64 (d, J=9.52 Hz, 1H), 7.11 (d,... The reagents and catalysts are C1=CC=C(C=C1)P([C-]2C=CC=C2)C3=CC=CC=C3.C1=CC=C(C=C1)P([C-]2C=CC=C2)C3=CC=CC=C3.Cl[Pd]Cl.[Fe+2] (PdCl2(dppf)). Isolated yield 86.0%. Reaction conditions: temperature 100 celsius. Yields the product COC1=C(C=C(C(=C1)C=C)F)[N+](=O)[O-] (5-ethenyl-4-fluoro-2-nitrophenyl methyl ether). RXN SMILES: [CH3:1][O:2][C:3]1[CH:8]=[C:7](Br)[C:6]([F:10])=[CH:5][C:4]=1[N+:11]([O-:13])=[O:12].O.[CH2:15](O)[CH2:16]C>C1C=CC(P(C2C=CC=CC=2)[C-]2C=CC=C2)=CC=1.C1C=CC(P(C2C=CC=CC=2)[C-]2C=CC=C2)=CC=1.Cl[Pd]Cl.[Fe+2]>[CH3:1][O:2][C:3]1[CH:8]=[C:7]([CH:15]=[CH2:16])[C:6]([F:10])=[CH:5][C:4]=1[N+:11]([O-:13])=[O:12] |f:3.4.5.6|. Reactants: potassium ethenyl(trifluoro)borate, O (H2O), COC1=C(C=C(C(=C1)Br)F)[N+](=O)[O-] (5-bromo-4-fluoro-2-nitrophenyl methyl ether), C(CC)O (n-propanol), TEA. Starting materials: ClS(=O)(=O)C1=C(C=C(OC(C(=O)O)CC)C=C1C)C (4-(chlorosulfonyl)-3,5-dimethylphenoxybutanoic acid), ClS(=O)(=O)C1=C(C=C(OC(C(=O)O)CC)C=C1C)C (4-(Chlorosulfonyl)-3,5-dimethylphenoxybutanoic acid), N[C@@H](CNC(=O)OC(C)(C)C)C(=O)OC.Cl (H-Dap(Boc)-OMe.HCl), C(=O)(O)[O-].[Na+] (NaHCO3), C(CC(O)(C(=O)O)CC(=O)O)(=O)O (citric acid). Solvent: O1CCOCC1 (dioxane), O (water), O (water), CCOC(=O)C (EtOAc). Yields the product C(C)(C)(C)OC(=O)NCC(C(=O)OC)NS(=O)(=O)C1=C(C=C(OCCCC(=O)O)C=C1C)C (4-(4-(((2-((tert-Butoxy)carbonylamino)-1-(methoxycarbonyl)ethyl) amino)sulfonyl)-3,5-dimethylphenoxy)butanoic acid). Yield: 87.0%. RXN SMILES: Cl[S:2]([C:5]1[C:17]([CH3:18])=[CH:16][C:8]([O:9][CH:10]([CH2:14][CH3:15])C(O)=O)=[CH:7][C:6]=1[CH3:19])(=[O:4])=[O:3].[NH2:20][C@H:21]([C:31]([O:33][CH3:34])=[O:32])[CH2:22][NH:23][C:24]([O:26][C:27]([CH3:30])([CH3:29])[CH3:28])=[O:25].Cl.[C:36]([O-])([OH:38])=[O:37].[Na+].C(O)(=O)CC(CC(O)=O)(C(O)=O)O>O1CCOCC1.O.CCOC(C)=O>[C:27]([O:26][C:24]([NH:23][CH2:22][CH:21]([NH:20][S:2]([C:5]1[C:6]([CH3:19])=[CH:7][C:8]([O:9][CH2:10][CH2:14][CH2:15][C:36]([OH:38])=[O:37])=[CH:16][C:17]=1[CH3:18])(=[O:3])=[O:4])[C:31]([O:33][CH3:34])=[O:32])=[O:25])([CH3:30])([CH3:29])[CH3:28] |f:1.2,3.4|. Procedure details: A solution of the 4-(chlorosulfonyl)-3,5-dimethylphenoxybutanoic acid, 18 (2.50 g, 8.1 mmol) in dioxane (60.0 g) was added dropwise over a period of about 45 minutes to a mixture of H-Dap(Boc)-OMe.HCl (19) (1.66 g, 6.5 mmol) (Bachem) and NaHCO3 (8.21 g, 97.7 mmol) in water (20.0 g) at rt. Two hours after completion of the addition, the reaction mixture was concentrated in vacuo then water and citric acid (12.50 g, 10.0 eq.) were added. The crude product was extracted with EtOAc and the EtOAc lay... Starting materials: CC(CCOC1=C(C=CC(=C1)C)C)CCCC(C)C (1-(3,7-dimethyloctyloxy)-2,5-dimethylbenzene), II (iodine), [OH-].[Na+] (sodium hydroxide), BrBr (Bromine). Run in C(Cl)(Cl)Cl (chloroform). Reaction conditions: temperature 0 celsius, time 5 hour. The product is CC(CCOC1=C(C=C(C(=C1)C)Br)C)CCCC(C)C (1-(3,7-dimethyloctyloxy)-2,5-dimethyl-4-bromobenzene). The yield is 73.0%. RXN SMILES: [CH3:1][CH:2]([CH2:14][CH2:15][CH2:16][CH:17]([CH3:19])[CH3:18])[CH2:3][CH2:4][O:5][C:6]1[CH:11]=[C:10]([CH3:12])[CH:9]=[CH:8][C:7]=1[CH3:13].II.[Br:22]Br.[OH-].[Na+]>C(Cl)(Cl)Cl>[CH3:1][CH:2]([CH2:14][CH2:15][CH2:16][CH:17]([CH3:19])[CH3:18])[CH2:3][CH2:4][O:5][C:6]1[CH:11]=[C:10]([CH3:12])[C:9]([Br:22])=[CH:8][C:7]=1[CH3:13] |f:3.4|. Procedure: Into a 300 ml four-necked flask was placed 31.68 g (0.12 mol) of 1-(3,7-dimethyloctyloxy)-2,5-dimethylbenzene and 10 ml of chloroform and 0.21 g (0.8 mmol) of iodine, and the flask was purged with nitrogen while stirring and the mixture was cooled to 0° C. Bromine in an amount of 19.18 g (0.12 mol) was added dropwise over 1 hour while keeping the temperature not more than 5° C. After addition, the mixture was heated to 30° C. and kept at the same temperature for 5 hours to complete the reaction.... The reactants are C(C)(=O)O[C@H](C(=O)N1CCC(CC1)CCN1C2=NC=NC(=C2N=C1Br)N)C ((1S)-2-{4-[2-(6-amino-8-bromo-9H-purin-9-yl)ethyl]piperidin-1-yl}-1-methyl-2-oxoethyl acetate), ClC1=CC=CC=2N=C(SC21)S (7-chloro-2-mercaptobenzothiazole). Yields the product C(C)(=O)O[C@H](C(=O)N1CCC(CC1)CCN1C2=NC=NC(=C2N=C1SC=1SC2=C(N1)C=CC=C2Cl)N)C ((1S)-2-[4-(2-{6-Amino-8-[(7-chloro-1,3-benzothiazol-2-yl)thio]-9H-purin-9-yl}ethyl)piperidin-1-yl]-1-methyl-2-oxoethyl acetate). RXN SMILES: [C:1]([O:4][C@@H:5]([CH3:27])[C:6]([N:8]1[CH2:13][CH2:12][CH:11]([CH2:14][CH2:15][N:16]2[C:24](Br)=[N:23][C:22]3[C:17]2=[N:18][CH:19]=[N:20][C:21]=3[NH2:26])[CH2:10][CH2:9]1)=[O:7])(=[O:3])[CH3:2].[Cl:28][C:29]1[C:37]2[S:36][C:35]([SH:38])=[N:34][C:33]=2[CH:32]=[CH:31][CH:30]=1>>[C:1]([O:4][C@@H:5]([CH3:27])[C:6]([N:8]1[CH2:13][CH2:12][CH:11]([CH2:14][CH2:15][N:16]2[C:24]([S:38][C:35]3[S:36][C:37]4[C:29]([Cl:28])=[CH:30][CH:31]=[CH:32][C:33]=4[N:34]=3)=[N:23][C:22]3[C:17]2=[N:18][CH:19]=[N:20][C:21]=3[NH2:26])[CH2:10][CH2:9]1)=[O:7])(=[O:3])[CH3:2]. Procedure details: The title product was prepared according to the procedure described for example 81 using (1S)-2-{4-[2-(6-amino-8-bromo-9H-purin-9-yl)ethyl]piperidin-1-yl}-1-methyl-2-oxoethyl acetate and 7-chloro-2-mercaptobenzothiazole. LC-MS [M+H]+ 562.1, along with hydrolyzed product, the mixture was used for the next step without any further purification. The reactants are CN1C(C(=CC2=CC=CC=C12)CN(C(=O)C1CCCCC1)CC1(COC=CCC1)N1CCN(CC1)C)=O (N-[(1-methyl-2-oxo-1,2-dihydroquinolin-3-yl)methyl]-N-{[3-(4-methylpiperazin-1-yl)-2,3,4,5-tetrahydrooxepin-3-yl]methyl}cyclohexanecarboxamide). Reagents/catalysts: [Pd] (Pd/C). Solvent: CCO (EtOH). The product is CN1C(C(=CC2=CC=CC=C12)CN(C(=O)C1CCCCC1)CC1(COCCCC1)N1CCN(CC1)C)=O (N-[(1-methyl-2-oxo-1,2-dihydroquinolin-3-yl)methyl]-N-{[3-(4-methylpiperazin-1-yl)oxepan-3-yl]methyl}cyclohexanecarboxamide). RXN SMILES: [CH3:1][N:2]1[C:11]2[C:6](=[CH:7][CH:8]=[CH:9][CH:10]=2)[CH:5]=[C:4]([CH2:12][N:13]([CH2:22][C:23]2([N:30]3[CH2:35][CH2:34][N:33]([CH3:36])[CH2:32][CH2:31]3)[CH2:29][CH2:28][CH:27]=[CH:26][O:25][CH2:24]2)[C:14]([CH:16]2[CH2:21][CH2:20][CH2:19][CH2:18][CH2:17]2)=[O:15])[C:3]1=[O:37]>CCO.[Pd]>[CH3:1][N:2]1[C:11]2[C:6](=[CH:7][CH:8]=[CH:9][CH:10]=2)[CH:5]=[C:4]([CH2:12][N:13]([CH2:22][C:23]2([N:30]3[CH2:35][CH2:34][N:33]([CH3:36])[CH2:32][CH2:31]3)[CH2:29][CH2:28][CH2:27][CH2:26][O:25][CH2:24]2)[C:14]([CH:16]2[CH2:21][CH2:20][CH2:19][CH2:18][CH2:17]2)=[O:15])[C:3]1=[O:37]. Procedure: N-[(1-methyl-2-oxo-1,2-dihydroquinolin-3-yl)methyl]-N-{[3-(4-methylpiperazin-1-yl)-2,3,4,5-tetrahydrooxepin-3-yl]methyl}cyclohexanecarboxamide (59 mg, 0.116 mmole) was hydrogenated at atmospheric pressure (H2 balloon) with 10% Pd/C (13 mg, 0.012 mmole) in EtOH at RT. After 16 hr the mixture was filtered through a pad of Celite washing with EtOH and concentrated to an off-white solid (57 mg, 96%). 1H-NMR (CDCl3, 500 MHz) d 7.58 (t, J=7.08 Hz, 1 H), 7.52 (d, J=6.59 Hz, 1 H), 7.39 (d, J=8.30 Hz, 1 ...